This data is from the Open Reaction Database (ORD), a public repository of structured organic reaction records. The task is: describe an organic reaction: reactants, conditions, products, and yield Starting materials: O=C([O-])[O-], CI, COc1ccc([N+](=O)[O-])cc1, CCC(C)=O, [K+], [K+], O=[N+]([O-])c1ccc(O)cc1, O=[Pt]. The product is COc1ccc(N)cc1. Reaction SMILES: [C:13](=[O:14])([O-:15])[O-:16].[CH3:11][I:12].[CH3:19][O:20][c:21]1[cH:22][cH:23][c:24]([N+:27](=[O:28])[O-:29])[cH:25][cH:26]1.[CH3:30][C:31](=[O:32])[CH2:33][CH3:34].[K+:17].[K+:18].[OH:1][c:2]1[cH:3][cH:4][c:5]([N+:6](=[O:7])[O-:8])[cH:9][cH:10]1.[Pt:35]=[O:36]>>[CH3:19][O:20][c:21]1[cH:22][cH:23][c:24]([NH2:27])[cH:25][cH:26]1.